This data is from the Open Reaction Database (ORD), a public repository of structured organic reaction records. The task is: describe an organic reaction: reactants, conditions, products, and yield Reactants: C(CN)N (ethylenediamine), C(C)O (ethanol), C(C)(=O)N[C@@H](CSSC[C@@H](C(=O)O)NC(C)=O)C(=O)O (N,N'-Diacetyl-L-cystine). Run in O (water). Reaction conditions: temperature 10 celsius, time 2 hour. Product: C(C[NH3+])[NH3+].C(C)(=O)N[C@@H](CSSC[C@@H](C(=O)[O-])NC(C)=O)C(=O)[O-] (Ethylenediaminium N,N'-diacetyl-L-cystinate). The yield is 52.2%. Reaction SMILES: [C:1]([NH:4][C@H:5]([C:18]([OH:20])=[O:19])[CH2:6][S:7][S:8][CH2:9][C@H:10]([NH:14][C:15](=[O:17])[CH3:16])[C:11]([OH:13])=[O:12])(=[O:3])[CH3:2].[CH2:21]([NH2:24])[CH2:22][NH2:23].C(O)C>O>[CH2:21]([NH3+:24])[CH2:22][NH3+:23].[C:15]([NH:14][C@H:10]([C:11]([O-:13])=[O:12])[CH2:9][S:8][S:7][CH2:6][C@H:5]([NH:4][C:1](=[O:3])[CH3:2])[C:18]([O-:20])=[O:19])(=[O:17])[CH3:16] |f:4.5|. Reported procedure: To N,N'-Diacetyl-L-cystine (30.9 mmol, 10 g) dissolved in 20 mL of water was added ethylenediamine (61.8 mmol, 3.73 g) and ethanol (30 mL). The solution was concentrated to a thick paste which was redissolved in 80 mL of ethanol. Crystallisation occurred after 2 hours stirring at 10° C. Filtration and drying gave 6.2 g (45%) of the title compound.